Dataset: the Open Reaction Database (ORD), a public repository of structured organic reaction records. Task: describe an organic reaction: reactants, conditions, products, and yield The reactants are ClC1=NC=CC(=N1)N1[C@H](COCC1)C ((S)-4-(2-chloropyrimidin-4-yl)-3-methylmorpholine), OCCNC(=O)NC1=CC=C(C=C1)B1OC(C(O1)(C)C)(C)C (1-(2-hydroxyethyl)-3-(4-(4,4,5,5-tetramethyl-1,3,2-dioxaborolan-2-yl)phenyl)urea), ClC1=NC=CC(=N1)N1[C@H](COCC1)C ((S)-4-(2-chloropyrimidin-4-yl)-3-methylmorpholine), OCCNC(=O)NC1=CC=C(C=C1)B1OC(C(O1)(C)C)(C)C (1-(2-hydroxyethyl)-3-(4-(4,4,5,5-tetramethyl-1,3,2-dioxaborolan-2-yl)phenyl)urea). The product is OCCNC(=O)NC1=CC=C(C=C1)C1=NC=CC(=N1)N1[C@H](COCC1)C ((S)-1-(2-hydroxyethyl)-3-(4-(4-(3-methylmorpholino)pyrimidin-2-yl)phenyl)urea). Reaction SMILES: Cl[C:2]1[N:7]=[C:6]([N:8]2[CH2:13][CH2:12][O:11][CH2:10][C@@H:9]2[CH3:14])[CH:5]=[CH:4][N:3]=1.[OH:15][CH2:16][CH2:17][NH:18][C:19]([NH:21][C:22]1[CH:27]=[CH:26][C:25](B2OC(C)(C)C(C)(C)O2)=[CH:24][CH:23]=1)=[O:20]>>[OH:15][CH2:16][CH2:17][NH:18][C:19]([NH:21][C:22]1[CH:27]=[CH:26][C:25]([C:2]2[N:7]=[C:6]([N:8]3[CH2:13][CH2:12][O:11][CH2:10][C@@H:9]3[CH3:14])[CH:5]=[CH:4][N:3]=2)=[CH:24][CH:23]=1)=[O:20]. Procedure: Method as described for example 49 using (S)-4-(2-chloropyrimidin-4-yl)-3-methylmorpholine (intermediate 3) and 1-(2-hydroxyethyl)-3-(4-(4,4,5,5-tetramethyl-1,3,2-dioxaborolan-2-yl)phenyl)urea (intermediate 18). The mixture was purified by prep HPLC at high pH to afford the title compound. (24 mg, 15%). Reported procedure: To a solution of 1,1-dimethylethyl ((1R)-2,2-dimethyl-1-{[(6-{[4-methyl-3-(methyloxy)phenyl]oxy}-3-pyridinyl)amino]carbonyl}propyl)carbamate (Intermediate 96, 8.2 mg) in dry dichloromethane (0.5 mL) cooled to 0° C., TFA (57 μl, 0.740 mmol) was added dropwise and the solution was stirred for 3 hours at that temperature. The volatiles were evaporated. The residue was dissolved with dichloromethane (2 mL) and an aqueous saturated solution of NaHCO3 was added (4 mL). The layers were separated and th... The reactants are CC([C@H](C(=O)NC=1C=NC(=CC1)OC1=CC(=C(C=C1)C)OC)NC(OC(C)(C)C)=O)(C)C (1,1-dimethylethyl ((1R)-2,2-dimethyl-1-{[(6-{[4-methyl-3-(methyloxy)phenyl]oxy}-3-pyridinyl)amino]carbonyl}propyl)carbamate), CC([C@H](C(=O)NC=1C=NC(=CC1)OC1=CC(=C(C=C1)C)OC)NC(OC(C)(C)C)=O)(C)C (1,1-dimethylethyl ((1R)-2,2-dimethyl-1-{[(6-{[4-methyl-3-(methyloxy)phenyl]oxy}-3-pyridinyl)amino]carbonyl}propyl)carbamate), C(=O)(C(F)(F)F)O (TFA). As a reaction SMILES: [CH3:1][C:2]([CH3:32])([CH3:31])[C@@H:3]([NH:23]C(=O)OC(C)(C)C)[C:4]([NH:6][C:7]1[CH:8]=[N:9][C:10]([O:13][C:14]2[CH:19]=[CH:18][C:17]([CH3:20])=[C:16]([O:21][CH3:22])[CH:15]=2)=[CH:11][CH:12]=1)=[O:5].C(O)(C(F)(F)F)=O>ClCCl>[CH3:1][C:2]([CH3:32])([CH3:31])[C@H:3]([C:4]([NH:6][C:7]1[CH:8]=[N:9][C:10]([O:13][C:14]2[CH:19]=[CH:18][C:17]([CH3:20])=[C:16]([O:21][CH3:22])[CH:15]=2)=[CH:11][CH:12]=1)=[O:5])[NH2:23]. Yields the product CC([C@@H](N)C(=O)NC=1C=NC(=CC1)OC1=CC(=C(C=C1)C)OC)(C)C (3-methyl-N1-(6-{[4-methyl-3-(methyloxy)phenyl]oxy}-3-pyridinyl)-D-valinamide). The solvent is ClCCl (dichloromethane). Conditions: time 3 hour. Yield: 97.7%. The reactants are C([O-])([O-])=O.[K+].[K+] (potassium carbonate), N#CBr (cyanogen bromide), C(C(=O)O)(=O)O.C(C)(=O)C1(CCN(CC1)C)C1=C(C=CC=C1)SC1=CC=CC=C1 (4-acetyl-1-methyl-4-(2-phenylthiophenyl)piperidine oxalate). The solvent is C(Cl)(Cl)Cl (chloroform), C(Cl)(Cl)Cl (chloroform). Yields the product C(C)(=O)C1(CCN(CC1)C#N)C1=C(C=CC=C1)SC1=CC=CC=C1 (4-acetyl-1-cyano-4-(2-phenylthiophenyl)piperidine). RXN SMILES: C(O)(=O)C(O)=O.[C:7]([C:10]1([C:17]2[CH:22]=[CH:21][CH:20]=[CH:19][C:18]=2[S:23][C:24]2[CH:29]=[CH:28][CH:27]=[CH:26][CH:25]=2)[CH2:15][CH2:14][N:13]([CH3:16])[CH2:12][CH2:11]1)(=[O:9])[CH3:8].C(=O)([O-])[O-].[K+].[K+].[N:36]#CBr>C(Cl)(Cl)Cl>[C:7]([C:10]1([C:17]2[CH:22]=[CH:21][CH:20]=[CH:19][C:18]=2[S:23][C:24]2[CH:25]=[CH:26][CH:27]=[CH:28][CH:29]=2)[CH2:15][CH2:14][N:13]([C:16]#[N:36])[CH2:12][CH2:11]1)(=[O:9])[CH3:8] |f:0.1,2.3.4|. Reported procedure: A solution of 6.8 g of 4-acetyl-1-methyl-4-(2-phenylthiophenyl)piperidine oxalate, Example 6, in 40 ml of chloroform is added dropwise to a rapidly stirring mixture of 14.7 g of potassium carbonate and 3.7 g of cyanogen bromide in 48.5 ml of chloroform. After total addition, the reaction mixture is successively stirred at reflux for 16 hours, filtered, washed five times with 100 ml portions of water, washed with one 50 ml portion of a saturated sodium chloride solution and dried. The resulting p... The reactants are CC#N, Ic1c[nH]c2ncccc12, [K+], [K+], O=C([O-])[O-], O=S(=O)(Cl)c1ccccc1. Yields the product O=S(=O)(c1ccccc1)n1cc(I)c2cccnc21. RXN SMILES: [CH3:27][C:28]#[N:29].[I:1][c:2]1[cH:3][nH:4][c:5]2[n:6][cH:7][cH:8][cH:9][c:10]12.[K+:11].[K+:12].[O-:13][C:14]([O-:15])=[O:16].[c:17]1([S:23](=[O:24])(=[O:25])[Cl:26])[cH:18][cH:19][cH:20][cH:21][cH:22]1>>[I:1][c:2]1[cH:3][n:4]([S:23]([c:17]2[cH:18][cH:19][cH:20][cH:21][cH:22]2)(=[O:24])=[O:25])[c:5]2[n:6][cH:7][cH:8][cH:9][c:10]12. The reactants are C1(=CC=C(C=C1)S(=O)(=O)OCCOC1=C(C=C(C=C1C)[N+](=O)[O-])C)C (2-(2,6-Dimethyl-4-nitrophenoxy)ethyl p-toluenesulfonate), C(C)(C)N (isopropylamine). Run in O1CCOCC1 (dioxane). Conditions: temperature 80 celsius, time 3 hour. Yields the product C(C)(C)NCCOC1=C(C=C(C=C1C)[N+](=O)[O-])C (N-isopropyl-[2-(2,6-dimethyl-4-nitrophenoxy)]ethylamine). RXN SMILES: C1(C)C=CC(S(O[CH2:11][CH2:12][O:13][C:14]2[C:19]([CH3:20])=[CH:18][C:17]([N+:21]([O-:23])=[O:22])=[CH:16][C:15]=2[CH3:24])(=O)=O)=CC=1.[CH:26]([NH2:29])([CH3:28])[CH3:27]>O1CCOCC1>[CH:26]([NH:29][CH2:11][CH2:12][O:13][C:14]1[C:15]([CH3:24])=[CH:16][C:17]([N+:21]([O-:23])=[O:22])=[CH:18][C:19]=1[CH3:20])([CH3:28])[CH3:27]. Reported procedure: 2-(2,6-Dimethyl-4-nitrophenoxy)ethyl p-toluenesulfonate (10.0 g) solution in dioxane (15 ml) was added with isopropylamine (10 ml) and the mixture was stirred for 3 hours in an autoclave at 80° C. After being concentrated , the reaction mixture was dissolved into ethyl acetate (50 ml) and extracted with 1N HCl (150 ml). Resultant aqueous layer was added with 1N sodium hydroxide (200 ml) and extracted with chloroform (200 ml). After being dehydrated with anhydrous magnesium sulfate (20 g), chloro...